Dataset: the Open Reaction Database (ORD), a public repository of structured organic reaction records. Task: describe an organic reaction: reactants, conditions, products, and yield Starting materials: COC=1C=C2C(=NN(C2=CC1OC)CC1=CC(=C(C=C1)OC)OC)CC(=O)N1CCN(CC1)C1=C(C(=CC=C1)Cl)C (1-((5,6-Dimethoxy-1-(3,4-dimethoxybenzyl)-1H-indazol-3-yl)acetyl)-4-(3-chloro-2-methylphenyl)piperazine), O1CCCC1.B (borane tetrahydrofuran), O (water). The solvent is O1CCCC1 (tetrahydrofuran). Run at time 1 hour. Product: ClC=1C(=C(C=CC1)N1CCN(CC1)CCC1=NN(C2=CC(=C(C=C12)OC)OC)CC1=CC(=C(C=C1)OC)OC)C (3-(2-(4-(3-chloro-2-methylphenyl)-1-piperazinyl)ethyl)-5,6-dimethoxy-1-(3,4-dimethoxybenzyl)-1H-indazole). Isolated yield 84.7%. RXN SMILES: [CH3:1][O:2][C:3]1[CH:4]=[C:5]2[C:9](=[CH:10][C:11]=1[O:12][CH3:13])[N:8]([CH2:14][C:15]1[CH:20]=[CH:19][C:18]([O:21][CH3:22])=[C:17]([O:23][CH3:24])[CH:16]=1)[N:7]=[C:6]2[CH2:25][C:26]([N:28]1[CH2:33][CH2:32][N:31]([C:34]2[CH:39]=[CH:38][CH:37]=[C:36]([Cl:40])[C:35]=2[CH3:41])[CH2:30][CH2:29]1)=O.O1CCCC1.B.O>O1CCCC1>[Cl:40][C:36]1[C:35]([CH3:41])=[C:34]([N:31]2[CH2:32][CH2:33][N:28]([CH2:26][CH2:25][C:6]3[C:5]4[C:9](=[CH:10][C:11]([O:12][CH3:13])=[C:3]([O:2][CH3:1])[CH:4]=4)[N:8]([CH2:14][C:15]4[CH:20]=[CH:19][C:18]([O:21][CH3:22])=[C:17]([O:23][CH3:24])[CH:16]=4)[N:7]=3)[CH2:29][CH2:30]2)[CH:39]=[CH:38][CH:37]=1 |f:1.2|. Procedure: 1-((5,6-Dimethoxy-1-(3,4-dimethoxybenzyl)-1H-indazol-3-yl)acetyl)-4-(3-chloro-2-methylphenyl)piperazine (60.5 g) was suspended in tetrahydrofuran (1000 ml). Then 1.0 mol-borane tetrahydrofuran complex tetrahydrofuran solution (500 ml) was added thereto and the mixture was heated under reflux for 2 hours. The reaction mixture was cooled to room temperature and water (30 ml) was added to thereby decompose the excessive reagent. After evaporation of the tetrahydrofuran under reduced pressure, conc.... Reactants: ClC=1N=C(C2=C(N1)C(=NC=N2)SC2=CC=C(C=C2)Cl)N2CCOCC2 (2-chloro-8-(4-chlorophenyl-thio)-4-morpholino-pyrimido-[5,4-d]-pyrimidine), N1CCNCC1 (piperazine). Product: ClC1=CC=C(C=C1)SC1=NC=NC2=C1N=C(N=C2N2CCOCC2)N2CCNCC2 (8-(4-Chlorophenyl-thio)-4-morpholino-2-piperazino-pyrimido-[5,4-d]-pyrimidine). Reaction SMILES: Cl[C:2]1[N:3]=[C:4]([N:20]2[CH2:25][CH2:24][O:23][CH2:22][CH2:21]2)[C:5]2[N:11]=[CH:10][N:9]=[C:8]([S:12][C:13]3[CH:18]=[CH:17][C:16]([Cl:19])=[CH:15][CH:14]=3)[C:6]=2[N:7]=1.[NH:26]1[CH2:31][CH2:30][NH:29][CH2:28][CH2:27]1>>[Cl:19][C:16]1[CH:17]=[CH:18][C:13]([S:12][C:8]2[C:6]3[N:7]=[C:2]([N:26]4[CH2:31][CH2:30][NH:29][CH2:28][CH2:27]4)[N:3]=[C:4]([N:20]4[CH2:25][CH2:24][O:23][CH2:22][CH2:21]4)[C:5]=3[N:11]=[CH:10][N:9]=2)=[CH:14][CH:15]=1. Reported procedure: This compound was prepared analogous to Example 1 from 2-chloro-8-(4-chlorophenyl-thio)-4-morpholino-pyrimido-[5,4-d]-pyrimidine (m.p.: 208°-210° C.) and piperazine. The solvent is O1CCCC1 (tetrahydrofuran), C(C)(=O)OCC (ethyl acetate), O1CCCC1 (tetrahydrofuran), C(C)OCC (diethyl ether). The reactants are C1(CC1)C1C(CC1)=O (2-cyclopropylcyclobutan-1-one), [Cl-].[NH4+] (ammonium chloride), C[Li] (methyllithium), BrC1=C(C=CC=C1)NC=O (N-(2-bromophenyl)formamide), C(CCC)[Li] (n-butyllithium). Procedure details: In a sulfonation flask, 7.8 g (0.039 mol) N-(2-bromophenyl)formamide was dissolved in a mixture of 150 ml dry tetrahydrofuran and 150 ml dry diethyl ether. The solution was cooled to −70° C. and 25.6 ml (0.041 mol) methyllithium solution (1.6M in diethyl ether) added in 30 minutes in such a manner that the internal temperature remained constant at −70° C. Then the resulting solution was cooled to −100° C. and 25.6 ml (0.041 mol) of n-butyllithium solution (1.6M in hexane) was added in such a man... Run at temperature -70 celsius, time 2 hour. Yields the product C1(CC1)C1C(CC1)(O)C1=C(C=CC=C1)NC=O (N-[2-(2-cyclopropyl-1-hydroxycyclobutyl)-phenyl]Formamide). As a reaction SMILES: Br[C:2]1[CH:7]=[CH:6][CH:5]=[CH:4][C:3]=1[NH:8][CH:9]=[O:10].C[Li].C([Li])CCC.[CH:18]1([CH:21]2[CH2:24][CH2:23][C:22]2=[O:25])[CH2:20][CH2:19]1.[Cl-].[NH4+]>O1CCCC1.C(OCC)C.C(OCC)(=O)C>[CH:18]1([CH:21]2[CH2:24][CH2:23][C:22]2([C:2]2[CH:7]=[CH:6][CH:5]=[CH:4][C:3]=2[NH:8][CH:9]=[O:10])[OH:25])[CH2:20][CH2:19]1 |f:4.5|. Reactants: Cl, NC1CN(CCOCc2ccccc2)c2ccccc2NC1=O, CC(O)(C(=O)O)C(=O)NCC(F)(F)C(F)(F)F, On1nnc2ccccc21. Product: CC(O)(C(=O)NCC(F)(F)C(F)(F)F)C(=O)NC1CN(CCOCc2ccccc2)c2ccccc2NC1=O. Reaction SMILES: [ClH:1].[NH2:2][CH:3]1[CH2:4][N:5]([CH2:15][CH2:16][O:17][CH2:18][c:19]2[cH:20][cH:21][cH:22][cH:23][cH:24]2)[c:6]2[c:7]([cH:11][cH:12][cH:13][cH:14]2)[NH:8][C:9]1=[O:10].[OH:25][C:26]([C:27](=[O:28])[OH:29])([C:30](=[O:31])[NH:32][CH2:33][C:34]([C:35]([F:36])([F:37])[F:38])([F:39])[F:40])[CH3:41].[OH:42][n:43]1[c:44]2[cH:45][cH:46][cH:47][cH:48][c:49]2[n:50][n:51]1>>[NH:2]([CH:3]1[CH2:4][N:5]([CH2:15][CH2:16][O:17][CH2:18][c:19]2[cH:20][cH:21][cH:22][cH:23][cH:24]2)[c:6]2[c:7]([cH:11][cH:12][cH:13][cH:14]2)[NH:8][C:9]1=[O:10])[C:27]([C:26]([OH:25])([C:30](=[O:31])[NH:32][CH2:33][C:34]([C:35]([F:36])([F:37])[F:38])([F:39])[F:40])[CH3:41])=[O:28].